describe an organic reaction: reactants, conditions, products, and yield From a dataset of the Open Reaction Database (ORD), a public repository of structured organic reaction records. Run in COCCOC (ethylene glycol dimethyl ether). The yield is 10.4%. Yields the product N1(CCCCC1)C1CCN(CC1)CCCOC1=C(C=C2C(=C(C=NC2=C1)C#N)NC1=C(C=C(C(=C1)OC)Cl)Cl)OC (7-(3-[1,4′-bipiperidin]-1′-ylpropoxy)-4-[(2,4-dichloro-5-methoxyphenyl)amino]-6-methoxy-3-quinolinecarbonitrile). Procedure details: A mixture of 260 mg (0.56 mmol) of 7-(3-chloropropoxy)-4-(2,4-dichloro-5-methoxyphenylamino)-6-methoxyquinoline-3-carbonitrile (Boschelli, Diane H.; Ye, Fei; Wang, Yanong D.; Dutia, Minu; Johnson, Steve L.; Wu, Biqi; Miller, Karen; Powell, Dennis W.; Yaczko, Deanna; Young, Mairead; Tischler, Mark; Arndt, Kim; Discafani, Carolyn; Etienne, Carlo; Gibbons, Jay; Grod, Janet; Lucas, Judy; Weber, Jennifer M.; Boschelli, Frank. J. Med. Chem. 2001, 44, 3965-3977) and 380 mg (2.24 mmol) of [1,4′]bipiperi... Starting materials: ClCCCOC1=C(C=C2C(=C(C=NC2=C1)C#N)NC1=C(C=C(C(=C1)OC)Cl)Cl)OC (7-(3-chloropropoxy)-4-(2,4-dichloro-5-methoxyphenylamino)-6-methoxyquinoline-3-carbonitrile), N1(CCCCC1)C1CCNCC1 ([1,4′]bipiperidinyl). RXN SMILES: Cl[CH2:2][CH2:3][CH2:4][O:5][C:6]1[CH:15]=[C:14]2[C:9]([C:10]([NH:18][C:19]3[CH:24]=[C:23]([O:25][CH3:26])[C:22]([Cl:27])=[CH:21][C:20]=3[Cl:28])=[C:11]([C:16]#[N:17])[CH:12]=[N:13]2)=[CH:8][C:7]=1[O:29][CH3:30].[N:31]1([CH:37]2[CH2:42][CH2:41][NH:40][CH2:39][CH2:38]2)[CH2:36][CH2:35][CH2:34][CH2:33][CH2:32]1>COCCOC>[N:31]1([CH:37]2[CH2:42][CH2:41][N:40]([CH2:2][CH2:3][CH2:4][O:5][C:6]3[CH:15]=[C:14]4[C:9]([C:10]([NH:18][C:19]5[CH:24]=[C:23]([O:25][CH3:26])[C:22]([Cl:27])=[CH:21][C:20]=5[Cl:28])=[C:11]([C:16]#[N:17])[CH:12]=[N:13]4)=[CH:8][C:7]=3[O:29][CH3:30])[CH2:39][CH2:38]2)[CH2:36][CH2:35][CH2:34][CH2:33][CH2:32]1. Reactants: [Cl-].[NH4+] (ammonium chloride), BrC=1C=C2CC(C(C2=CC1)=O)CCCCO[Si](C1=CC=CC=C1)(C1=CC=CC=C1)C(C)(C)C (5-bromo-2-[4-(t-butyldiphenylsilyloxy)butyl]indan-1-one), [BH4-].[Na+] (sodium borohydride), C1CCOC1 (THF). Solvent: CO (methanol). Conditions: time 2 hour. Yields the product BrC=1C=C2CC(C(C2=CC1)O)CCCCO[Si](C1=CC=CC=C1)(C1=CC=CC=C1)C(C)(C)C (5-bromo-2-[4-(t-butyldiphenylsilyloxy)butyl]indan-1-ol). Yield: 75.6%. As a reaction SMILES: [Br:1][C:2]1[CH:3]=[C:4]2[C:8](=[CH:9][CH:10]=1)[C:7](=[O:11])[CH:6]([CH2:12][CH2:13][CH2:14][CH2:15][O:16][Si:17]([C:30]([CH3:33])([CH3:32])[CH3:31])([C:24]1[CH:29]=[CH:28][CH:27]=[CH:26][CH:25]=1)[C:18]1[CH:23]=[CH:22][CH:21]=[CH:20][CH:19]=1)[CH2:5]2.C1COCC1.[BH4-].[Na+].[Cl-].[NH4+]>CO>[Br:1][C:2]1[CH:3]=[C:4]2[C:8](=[CH:9][CH:10]=1)[CH:7]([OH:11])[CH:6]([CH2:12][CH2:13][CH2:14][CH2:15][O:16][Si:17]([C:30]([CH3:33])([CH3:32])[CH3:31])([C:24]1[CH:29]=[CH:28][CH:27]=[CH:26][CH:25]=1)[C:18]1[CH:19]=[CH:20][CH:21]=[CH:22][CH:23]=1)[CH2:5]2 |f:2.3,4.5|. Procedure: The compound (2.03 g) obtained in Example 127-4 was dissolved in methanol (60.9 ml) and THF (30.5 ml) and, under ice-cooling, added with sodium borohydride (0.442 g), followed by stirring at room temperature for 2 hours. The reaction solution was added with a saturated aqueous ammonium chloride solution and then subjected to separation/extraction with chloroform. The organic layer was dried with anhydrous sodium sulfate and concentrated under reduced pressure. The residue was purified through si... The reactants are C1CCOC1, CCO, COC(=O)c1ccc(C(=C2CCC(C)(C)CC2)c2ccc(O)cc2)cc1, [Na+], [OH-]. The product is CC1(C)CCC(=C(c2ccc(O)cc2)c2ccc(C(=O)O)cc2)CC1. RXN SMILES: [CH2:1]1[O:2][CH2:3][CH2:4][CH2:5]1.[CH3:34][CH2:35][OH:36].[CH3:6][O:7][C:8]([c:9]1[cH:10][cH:11][c:12]([C:15]([c:16]2[cH:17][cH:18][c:19]([OH:22])[cH:20][cH:21]2)=[C:23]2[CH2:24][CH2:25][C:26]([CH3:29])([CH3:30])[CH2:27][CH2:28]2)[cH:13][cH:14]1)=[O:31].[Na+:33].[OH-:32]>>[O:7]=[C:8]([c:9]1[cH:10][cH:11][c:12]([C:15]([c:16]2[cH:17][cH:18][c:19]([OH:22])[cH:20][cH:21]2)=[C:23]2[CH2:24][CH2:25][C:26]([CH3:29])([CH3:30])[CH2:27][CH2:28]2)[cH:13][cH:14]1)[OH:31]. The reactants are solution, C(C)[Mg] (ethylmagnesium), FC1=CC=C(CCN2CCC(CC2)N2CCC3=CC=C(C=C23)C=O)C=C1 (1-[1-(4-fluorophenethyl)piperidin-4-yl]-6-formylindoline), [Cl-].[NH4+] (ammonium chloride), C(C)(=O)OCC (ethyl acetate), resultant mixture. The solvent is CCOCC (ether), O1CCCC1 (tetrahydrofuran). Product: FC1=CC=C(CCN2CCC(CC2)N2CCC3=CC=C(C=C23)C(CC)O)C=C1 (1-[1-(4-fluorophenethyl)-piperdin-4-yl]-6-(1-hydroxypropyl)indoline). Yield: 66.0%. RXN SMILES: [CH2:1]([Mg])[CH3:2].[F:4][C:5]1[CH:29]=[CH:28][C:8]([CH2:9][CH2:10][N:11]2[CH2:16][CH2:15][CH:14]([N:17]3[C:25]4[C:20](=[CH:21][CH:22]=[C:23]([CH:26]=[O:27])[CH:24]=4)[CH2:19][CH2:18]3)[CH2:13][CH2:12]2)=[CH:7][CH:6]=1.[Cl-].[NH4+].C(OCC)(=O)C>CCOCC.O1CCCC1>[F:4][C:5]1[CH:29]=[CH:28][C:8]([CH2:9][CH2:10][N:11]2[CH2:12][CH2:13][CH:14]([N:17]3[C:25]4[C:20](=[CH:21][CH:22]=[C:23]([CH:26]([OH:27])[CH2:1][CH3:2])[CH:24]=4)[CH2:19][CH2:18]3)[CH2:15][CH2:16]2)=[CH:7][CH:6]=1 |f:2.3|. Reported procedure: A 3 M solution (1.4 ml) of ethylmagnesium in ether was added dropwise at −78° C. into a solution of 1-[1-(4-fluorophenethyl)piperidin-4-yl]-6-formylindoline (1.0 g) in tetrahydrofuran (30 ml) and the resultant mixture was allowed to warm to room temperature. Then a saturated aqueous solution of ammonium chloride and ethyl acetate were added to the reaction solution and the layers were separated. The organic layer was washed with brine and dried over magnesium sulfate. After removing the solvent,... Starting materials: BrB(Br)Br, CO, CCN1CC(C)n2c(c(OC)c3c(=O)n(Cc4ccc(F)c(Cl)c4)nc(C(=O)NC)c32)C1=O, ClCCl. Yields the product CCN1CC(C)n2c(c(O)c3c(=O)n(Cc4ccc(F)c(Cl)c4)nc(C(=O)NC)c32)C1=O. As a reaction SMILES: [B:34]([Br:35])([Br:36])[Br:37].[CH3:38][OH:39].[Cl:1][c:2]1[cH:3][c:4]([CH2:5][n:6]2[n:7][c:8]([C:26](=[O:27])[NH:28][CH3:29])[c:9]3[c:10]([c:11]2=[O:12])[c:13]([O:24][CH3:25])[c:14]2[n:15]3[CH:16]([CH3:23])[CH2:17][N:18]([CH2:21][CH3:22])[C:19]2=[O:20])[cH:30][cH:31][c:32]1[F:33].[Cl:40][CH2:41][Cl:42]>>[Cl:1][c:2]1[cH:3][c:4]([CH2:5][n:6]2[n:7][c:8]([C:26](=[O:27])[NH:28][CH3:29])[c:9]3[c:10]([c:11]2=[O:12])[c:13]([OH:24])[c:14]2[n:15]3[CH:16]([CH3:23])[CH2:17][N:18]([CH2:21][CH3:22])[C:19]2=[O:20])[cH:30][cH:31][c:32]1[F:33]. The reactants are CC([O-])=S, Cc1nc(N2CCOCC2)c2sc(COS(C)(=O)=O)cc2n1, [K+], CN(C)C=O. The product is CC(=O)SCc1cc2nc(C)nc(N3CCOCC3)c2s1. As a reaction SMILES: [C:23]([CH3:24])(=[S:25])[O-:26].[CH3:1][c:2]1[n:3][c:4]([N:17]2[CH2:18][CH2:19][O:20][CH2:21][CH2:22]2)[c:5]2[c:6]([n:7]1)[cH:8][c:9]([CH2:11][O:12][S:13]([CH3:14])(=[O:15])=[O:16])[s:10]2.[K+:27].[O:28]=[CH:29][N:30]([CH3:31])[CH3:32]>>[CH3:1][c:2]1[n:3][c:4]([N:17]2[CH2:18][CH2:19][O:20][CH2:21][CH2:22]2)[c:5]2[c:6]([n:7]1)[cH:8][c:9]([CH2:11][S:25][C:23]([CH3:24])=[O:26])[s:10]2.